From a dataset of the Open Reaction Database (ORD), a public repository of structured organic reaction records. describe an organic reaction: reactants, conditions, products, and yield Starting materials: CN(C)C1CCC(O)(c2cccc(Br)n2)CC1, Cc1ccccc1. Product: CN(C)C1CC=C(c2cccc(Br)n2)CC1. Reaction SMILES: [Br:1][c:2]1[cH:3][cH:4][cH:5][c:6]([C:8]2([OH:17])[CH2:9][CH2:10][CH:11]([N:14]([CH3:15])[CH3:16])[CH2:12][CH2:13]2)[n:7]1.[CH3:18][c:19]1[cH:20][cH:21][cH:22][cH:23][cH:24]1>>[Br:1][c:2]1[cH:3][cH:4][cH:5][c:6]([C:8]2=[CH:9][CH2:10][CH:11]([N:14]([CH3:15])[CH3:16])[CH2:12][CH2:13]2)[n:7]1. The solvent is CC(=O)C (acetone), C(C)OCC (ethyl ether). Starting materials: C(C)OC1=CC2=C(N(C(N2C2CCCCC2)=O)S(=O)(=O)C2=C(C=C(C=C2)NC(CCl)=O)OC)C=C1 (5-Ethoxy-1,3-dihydro-1-(2-methoxy-4-chloroacetamidobenzenesulfonyl)-3-cyclohexyl-2H-benzimidazol-2-one), C1CCOC1 (THF), C(C)NCC (diethylamine), C(\C=C\C(=O)O)(=O)O (fumaric acid). Conditions: time 15 hour. RXN SMILES: [CH2:1]([O:3][C:4]1[CH:35]=[CH:34][C:7]2[N:8]([S:18]([C:21]3[CH:26]=[CH:25][C:24]([NH:27][C:28](=[O:31])[CH2:29]Cl)=[CH:23][C:22]=3[O:32][CH3:33])(=[O:20])=[O:19])[C:9](=[O:17])[N:10]([CH:11]3[CH2:16][CH2:15][CH2:14][CH2:13][CH2:12]3)[C:6]=2[CH:5]=1)[CH3:2].C1COCC1.[CH2:41]([NH:43][CH2:44][CH3:45])[CH3:42].[C:46]([OH:53])(=[O:52])/[CH:47]=[CH:48]/[C:49]([OH:51])=[O:50]>CC(C)=O.C(OCC)C>[C:46]([OH:53])(=[O:52])/[CH:47]=[CH:48]/[C:49]([OH:51])=[O:50].[CH2:1]([O:3][C:4]1[CH:35]=[CH:34][C:7]2[N:8]([S:18]([C:21]3[CH:26]=[CH:25][C:24]([NH:27][C:28](=[O:31])[CH2:29][N:43]([CH2:44][CH3:45])[CH2:41][CH3:42])=[CH:23][C:22]=3[O:32][CH3:33])(=[O:20])=[O:19])[C:9](=[O:17])[N:10]([CH:11]3[CH2:16][CH2:15][CH2:14][CH2:13][CH2:12]3)[C:6]=2[CH:5]=1)[CH3:2] |f:6.7|. Procedure details: 0.55 g of the compound obtained in step A) above was mixed at 20° C. with 20 ml of THF and 10 ml of diethylamine. The reaction mixture was left to stand for 15 hours and then concentrated under vacuum. The residue was taken up with water, extracted with AcOEt and washed with 1N HCl and with water; it was dried over Na2SO4 and the solvent was evaporated off under vacuum. The residue is chromatographed on silica using DCM and then DCM/AcOEt (95/5; v/v) as the eluent to give 0.5 g of a wax, which w... The product is C(\C=C\C(=O)O)(=O)O.C(C)OC1=CC2=C(N(C(N2C2CCCCC2)=O)S(=O)(=O)C2=C(C=C(C=C2)NC(CN(CC)CC)=O)OC)C=C1 (5-Ethoxy-1,3-dihydro-1-[2-methoxy-4-(diethylaminoacetamido)benzenesulfonyl]-3-cyclohexyl-2H-benzimidazol-2-one fumarate). Starting materials: [H-].[Na+] (Sodium hydride), C(C)(C)OC1=CC=C(C=C1)O (4-isopropyloxyphenol), ClC1=NC=C(C=C1)C(F)(F)F (2-chloro-5-trifluoromethylpyridine), [H-].[Na+] (sodium hydride), [H][H] (hydrogen). Run in CN(C=O)C (N,N-dimethylformamide), O (water). Reaction conditions: time 1.75 hour. Product: FC(C=1C=CC(=NC1)OC1=CC=C(OC(C)C)C=C1)(F)F (2-[4-(5-trifluoromethyl-2-pyridyloxy)-phenoxy]propane). Yield: 79.5%. Reaction SMILES: [H-].[Na+].[CH:3]([O:6][C:7]1[CH:12]=[CH:11][C:10]([OH:13])=[CH:9][CH:8]=1)([CH3:5])[CH3:4].[H][H].Cl[C:17]1[CH:22]=[CH:21][C:20]([C:23]([F:26])([F:25])[F:24])=[CH:19][N:18]=1>O.CN(C)C=O>[F:24][C:23]([F:26])([F:25])[C:20]1[CH:21]=[CH:22][C:17]([O:13][C:10]2[CH:11]=[CH:12][C:7]([O:6][CH:3]([CH3:5])[CH3:4])=[CH:8][CH:9]=2)=[N:18][CH:19]=1 |f:0.1|. Procedure: Sodium hydride (3.7g, 0.154 mole) was added in portions to a stirred mixture of dry N,N-dimethylformamide (60 ml) and 4-isopropyloxyphenol (26g, 0.17 mole). After hydrogen evolution had stopped, 2-chloro-5-trifluoromethylpyridine (28.75 g, 0.158 mole) was added and stirring was continued for 1.75 hours at 80°-95° C. Further sodium hydride (0.4 g) was added. After stirring for 1.25 hours at 95° C., the mixture was cooled and poured into water. The water was extracted twice with toluene, the extra... Reactants: ClC1=CC=C(C=O)C=C1 (4-chloro-benzaldehyde), N1CCCCC1 (piperidine), ClC1=CC=C2CC(NC2=C1)=O (6-chlorooxindole), E- and Z-6-chloro-3-(4-chloro-benzylidene)-1,3-dihydro-indol-2-one. The solvent is CO (methanol). The product is ClC1=CC=C2/C(/C(NC2=C1)=O)=C/C1=CC=C(C=C1)Cl (Z-6-chloro-3-(4-chloro-benzylidene)-1,3-dihydro-indol-2-one). Reaction SMILES: [Cl:1][C:2]1[CH:10]=[C:9]2[C:5]([CH2:6][C:7](=[O:11])[NH:8]2)=[CH:4][CH:3]=1.[Cl:12][C:13]1[CH:20]=[CH:19][C:16]([CH:17]=O)=[CH:15][CH:14]=1.N1CCCCC1>CO>[Cl:1][C:2]1[CH:10]=[C:9]2[C:5](/[C:6](=[CH:17]/[C:16]3[CH:19]=[CH:20][C:13]([Cl:12])=[CH:14][CH:15]=3)/[C:7](=[O:11])[NH:8]2)=[CH:4][CH:3]=1. Reported procedure: In a manner similar to the method described in example 1a, 6-chlorooxindole (2 g, 11.4 mmol) was reacted with 4-chloro-benzaldehyde (1.91 g, 13.6 mmol) (1.53 g, 13.6 mmol) (Aldrich) and piperidine (1.34 mL, 13.6 mmol) in methanol to give a mixture of E- and Z-6-chloro-3-(4-chloro-benzylidene)-1,3-dihydro-indol-2-one as a yellow solid (Yield: 3.3 g, 100%). Procedure details: A slurry of 8-{[7-(5,6-diaminopyridin-3-yl)-2,3-dihydro-1,4-benzoxazepin-4(5H)-yl]carbonyl}-3-(trifluoromethyl)-8-azabicyclo[3.2.1]octan-3-ol (0.22 g, 0.46 mmol) and trimethyl orthoformate (3.5 mL) was heated (105° C.) for 30 minutes. The reaction mixture was diluted with ethyl ether and the resulting precipitate was collected by filtration. Purification by preparative reverse phase HPLC provided 8-{[7-(1H-imidazo[4,5-b]pyridin-6-yl)-2,3-dihydro-1,4-benzoxazepin-4(5H)-yl]carbonyl}-3-(trifluorome... Yields the product N1C=NC2=NC=C(C=C21)C=2C=CC1=C(CN(CCO1)C(=O)N1C3CC(CC1CC3)(O)C(F)(F)F)C2 (8-{[7-(1H-imidazo[4,5-b]pyridin-6-yl)-2,3-dihydro-1,4-benzoxazepin-4(5H)-yl]carbonyl}-3-(trifluoromethyl)-8-azabicyclo[3.2.1]octan-3-ol). Yield: 29.0%. Reactants: NC=1C=C(C=NC1N)C=1C=CC2=C(CN(CCO2)C(=O)N2C3CC(CC2CC3)(O)C(F)(F)F)C1 (8-{[7-(5,6-diaminopyridin-3-yl)-2,3-dihydro-1,4-benzoxazepin-4(5H)-yl]carbonyl}-3-(trifluoromethyl)-8-azabicyclo[3.2.1]octan-3-ol), C(OC)(OC)OC (trimethyl orthoformate). Run in C(C)OCC (ethyl ether). As a reaction SMILES: [NH2:1][C:2]1[CH:3]=[C:4]([C:9]2[CH:10]=[CH:11][C:12]3[O:18][CH2:17][CH2:16][N:15]([C:19]([N:21]4[CH:26]5[CH2:27][CH2:28][CH:22]4[CH2:23][C:24]([C:30]([F:33])([F:32])[F:31])([OH:29])[CH2:25]5)=[O:20])[CH2:14][C:13]=3[CH:34]=2)[CH:5]=[N:6][C:7]=1[NH2:8].[CH:35](OC)(OC)OC>C(OCC)C>[NH:1]1[C:2]2[C:7](=[N:6][CH:5]=[C:4]([C:9]3[CH:10]=[CH:11][C:12]4[O:18][CH2:17][CH2:16][N:15]([C:19]([N:21]5[CH:22]6[CH2:28][CH2:27][CH:26]5[CH2:25][C:24]([C:30]([F:33])([F:32])[F:31])([OH:29])[CH2:23]6)=[O:20])[CH2:14][C:13]=4[CH:34]=3)[CH:3]=2)[N:8]=[CH:35]1. The reactants are C([O-])(O)=O.[Na+] (sodium bicarbonate), [N+](=O)([O-])C1=CC=C(C(=O)O)C=C1 (4-nitro-benzoic acid), N1CCCCC1 (piperidine), ice. Solvent: O1CCCC1 (tetrahydrofuran). The product is [N+](=O)([O-])C1=CC=C(C(=O)N2CCCCC2)C=C1 (1-(4-nitrobenzoyl)piperidine). Reaction SMILES: [N+:1]([C:4]1[CH:12]=[CH:11][C:7]([C:8]([OH:10])=O)=[CH:6][CH:5]=1)([O-:3])=[O:2].[NH:13]1[CH2:18][CH2:17][CH2:16][CH2:15][CH2:14]1.C(=O)(O)[O-].[Na+]>O1CCCC1>[N+:1]([C:4]1[CH:5]=[CH:6][C:7]([C:8]([N:13]2[CH2:18][CH2:17][CH2:16][CH2:15][CH2:14]2)=[O:10])=[CH:11][CH:12]=1)([O-:3])=[O:2] |f:2.3|. Procedure details: A room temperature solution of 5.04 gms. 4-nitro-benzoic acid in tetrahydrofuran (10 mL) is treated with 5.14 gms. 1′,1′-carbonyl-diimidizole and immediately immersed in an ice bath. The reaction mixture is stirred in the ice bath for 30 minutes, then it is allowed to warm to room temperature. Once at room temperature the reaction mixture is treated with 3 mL piperidine. The reaction mixture is allowed to stir at room temperature ovenight. The reaction is then made basic with the addition of sat... Reactants: ClCCl, O=C(Cl)c1ccc(C(F)(F)F)cc1, NCCc1ccccc1. Yields the product O=C(NCCc1ccccc1)c1ccc(C(F)(F)F)cc1. Reaction SMILES: [Cl:23][CH2:24][Cl:25].[F:10][C:11]([c:12]1[cH:13][cH:14][c:15]([C:16](=[O:17])[Cl:18])[cH:19][cH:20]1)([F:21])[F:22].[c:1]1([CH2:7][CH2:8][NH2:9])[cH:2][cH:3][cH:4][cH:5][cH:6]1>>[c:1]1([CH2:7][CH2:8][NH:9][C:16]([c:15]2[cH:14][cH:13][c:12]([C:11]([F:10])([F:21])[F:22])[cH:20][cH:19]2)=[O:17])[cH:2][cH:3][cH:4][cH:5][cH:6]1.